This data is from the Open Reaction Database (ORD), a public repository of structured organic reaction records. The task is: describe an organic reaction: reactants, conditions, products, and yield The reactants are Cc1cc(C)c(S(=O)(=O)Cl)c([N+](=O)[O-])c1, [Cl-], NC(Cc1c[nH]c2ccccc12)C(F)(F)F, [NH4+], c1ccncc1. Product: Cc1cc(C)c(S(=O)(=O)NC(Cc2c[nH]c3ccccc23)C(F)(F)F)c([N+](=O)[O-])c1. Reaction SMILES: [CH3:17][c:18]1[c:19]([S:28](=[O:29])(=[O:30])[Cl:31])[c:20]([N+:25](=[O:26])[O-:27])[cH:21][c:22]([CH3:24])[cH:23]1.[Cl-:38].[F:1][C:2]([CH:3]([CH2:4][c:5]1[cH:6][nH:7][c:8]2[cH:9][cH:10][cH:11][cH:12][c:13]12)[NH2:14])([F:15])[F:16].[NH4+:39].[cH:32]1[cH:33][cH:34][n:35][cH:36][cH:37]1>>[F:1][C:2]([CH:3]([CH2:4][c:5]1[cH:6][nH:7][c:8]2[cH:9][cH:10][cH:11][cH:12][c:13]12)[NH:14][S:28]([c:19]1[c:18]([CH3:17])[cH:23][c:22]([CH3:24])[cH:21][c:20]1[N+:25](=[O:26])[O-:27])(=[O:29])=[O:30])([F:15])[F:16].